From a dataset of the Open Reaction Database (ORD), a public repository of structured organic reaction records. describe an organic reaction: reactants, conditions, products, and yield Starting materials: C(C)(C)(C)C=1C=C(C=CC1)NC1=NC(=NC=C1F)NC=1C=CC2=C(C=C(O2)C(=O)OC)C1 (N4-(3-tert-butylphenyl)-5-fluoro-N2-(2-methoxycarbonylbenzofur-5-yl)-2,4-pyrimidinediamine), CC(C)C[AlH]CC(C)C (DIBALH). The product is C(C)(C)(C)C=1C=C(C=CC1)NC1=NC(=NC=C1F)NC=1C=CC2=C(CC(O2)=CO)C1 (N4-(3-tert-butylphenyl)-5-fluoro-N2-[2-(hydroxymethylene)benzofur-5-yl]-2,4-pyrimidinediamine). Reaction SMILES: [C:1]([C:5]1[CH:6]=[C:7]([NH:11][C:12]2[C:17]([F:18])=[CH:16][N:15]=[C:14]([NH:19][C:20]3[CH:21]=[CH:22][C:23]4[O:27][C:26]([C:28](OC)=[O:29])=[CH:25][C:24]=4[CH:32]=3)[N:13]=2)[CH:8]=[CH:9][CH:10]=1)([CH3:4])([CH3:3])[CH3:2].CC(C[AlH]CC(C)C)C>>[C:1]([C:5]1[CH:6]=[C:7]([NH:11][C:12]2[C:17]([F:18])=[CH:16][N:15]=[C:14]([NH:19][C:20]3[CH:21]=[CH:22][C:23]4[O:27][C:26](=[CH:28][OH:29])[CH2:25][C:24]=4[CH:32]=3)[N:13]=2)[CH:8]=[CH:9][CH:10]=1)([CH3:4])([CH3:2])[CH3:3]. Reported procedure: In like manner to the preparation of N4-(3,4-ethylenedioxyphenyl)-5-fluoro-N2-[3-[2-(N-morpholino)ethyleneoxy]phenyl]-2,4-pyrimidinediamine, N4-(3-tert-butylphenyl)-5-fluoro-N2-(2-methoxycarbonylbenzofur-5-yl)-2,4-pyrimidinediamine reacted with DIBALH to give N4-(3-tert-butylphenyl)-5-fluoro-N2-[2-(hydroxymethylene)benzofur-5-yl]-2,4-pyrimidinediamine. LCMS: retn, time: 23.15 min.; purity: 99%; MS (m/e): 407 (MH+); 1□□□ (DMSO-d6): δ 9.34 (1H, s), 9.22 (1H, s), 8.18 (1H, d, J=3.9 Hz), 8.04 (1H, s... The reactants are Brc1cnc2c(c1)CC1(CN3CCC1CC3)O2, CCCC[Sn](CCCC)(CCCC)c1coc2ccccc12. Yields the product c1ccc2c(-c3cnc4c(c3)CC3(CN5CCC3CC5)O4)coc2c1. Reaction SMILES: [Br:1][c:2]1[cH:3][c:4]2[c:5]([n:6][cH:7]1)[O:8][C:9]1([CH2:10][N:11]3[CH2:12][CH2:13][CH:14]1[CH2:15][CH2:16]3)[CH2:17]2.[CH2:18]([Sn:19]([CH2:20][CH2:21][CH2:22][CH3:32])([c:23]1[cH:24][o:25][c:26]2[c:27]1[cH:28][cH:29][cH:30][cH:31]2)[CH2:33][CH2:34][CH2:35][CH3:36])[CH2:37][CH2:38][CH3:39]>>[c:2]1(-[c:23]2[cH:24][o:25][c:26]3[c:27]2[cH:28][cH:29][cH:30][cH:31]3)[cH:3][c:4]2[c:5]([n:6][cH:7]1)[O:8][C:9]1([CH2:10][N:11]3[CH2:12][CH2:13][CH:14]1[CH2:15][CH2:16]3)[CH2:17]2. The reactants are Cc1ccc2c(c1)c1c(n2CC(C)(O)c2ccc(F)cc2)CCN(C)CC1, [K+], [OH-], O, O=S(=O)(O)O. Yields the product CC(=Cn1c2c(c3cc(C)ccc31)CCN(C)CC2)c1ccc(F)cc1. RXN SMILES: [CH3:1][N:2]1[CH2:3][CH2:4][c:5]2[n:6]([CH2:17][C:18]([CH3:19])([OH:20])[c:21]3[cH:22][cH:23][c:24]([F:27])[cH:25][cH:26]3)[c:7]3[cH:8][cH:9][c:10]([CH3:16])[cH:11][c:12]3[c:13]2[CH2:14][CH2:15]1.[K+:34].[OH-:33].[OH2:35].[S:28](=[O:29])(=[O:30])([OH:31])[OH:32]>>[CH3:1][N:2]1[CH2:3][CH2:4][c:5]2[n:6]([CH:17]=[C:18]([CH3:19])[c:21]3[cH:22][cH:23][c:24]([F:27])[cH:25][cH:26]3)[c:7]3[cH:8][cH:9][c:10]([CH3:16])[cH:11][c:12]3[c:13]2[CH2:14][CH2:15]1. Reactants: CCOC(=O)C (EtOAc), O1C(=NC2=C1C=CC=C2)C=2C=CC(=C(C2)O)C (5-(1,3-benzoxazol-2-yl)-2-methylphenol), BrCCO[Si](C)(C)C(C)(C)C ((2-bromoethoxy)(tert-butyl)dimethylsilane), [H-].[Na+] (NaH). Run in CN(C)C=O (DMF). Reaction conditions: time 15 minute. The product is [Si](C)(C)(C(C)(C)C)OCCOC=1C=C(C=CC1C)C=1OC2=C(N1)C=CC=C2 (2-[3-(2-{[tert-butyl(dimethyl)silyl]oxy}-ethoxy)-4-methylphenyl]-1,3-benzoxazole). Reaction SMILES: [O:1]1[C:5]2[CH:6]=[CH:7][CH:8]=[CH:9][C:4]=2[N:3]=[C:2]1[C:10]1[CH:11]=[CH:12][C:13]([CH3:17])=[C:14]([OH:16])[CH:15]=1.[H-].[Na+].Br[CH2:21][CH2:22][O:23][Si:24]([C:27]([CH3:30])([CH3:29])[CH3:28])([CH3:26])[CH3:25].CCOC(C)=O>CN(C=O)C>[Si:24]([O:23][CH2:22][CH2:21][O:16][C:14]1[CH:15]=[C:10]([C:2]2[O:1][C:5]3[CH:6]=[CH:7][CH:8]=[CH:9][C:4]=3[N:3]=2)[CH:11]=[CH:12][C:13]=1[CH3:17])([C:27]([CH3:30])([CH3:29])[CH3:28])([CH3:26])[CH3:25] |f:1.2|. Procedure: A solution of 5-(1,3-benzoxazol-2-yl)-2-methylphenol (355 mg, 1.6 mmol) in DMF (10 mL) was cooled to 0° C. and NaH (70 mg, 1.7 mmol) was added slowly. After 15 min, (2-bromoethoxy)(tert-butyl)dimethylsilane (370 μL, 1.7 mmol) was added. The reaction was then elevated to 90° C. for 1 h and EtOAc (100 mL) was added. The EtOAc solution was washed with brine (3×20 mL), dried (MgSO4), filtered, and concentrated in vacuo. The residue was purified by flash column (silica gel, hexanes:EtOAc 1:5) to affo... Starting materials: C(C)(C)(C)OC(N[C@@H]1CN(CC1)C(=O)N1C(=N[C@@]([C@@]1(C)C1=CC=C(C=C1)Cl)(C)C1=CC=C(C=C1)Cl)C=1C=NC(=CC1OCC)C(C)(C)C)=O ({(S)-1-[(4S,5R)-2-(6-tert-Butyl-4-ethoxy-pyridin-3-yl)-4,5-bis-(4-chloro-phenyl)-4,5-dimethyl-4,5-dihydro-imidazole-1-carbonyl]-pyrrolidin-3-yl}-carbamic acid tert-butyl ester), S(=O)(Cl)Cl (Thionyl chloride). The solvent is CO (methanol), FC(C(=O)O)(F)F (trifluoroacetic acid). Conditions: temperature 77.5 celsius, time 1 hour. Yields the product NC1CN(CC1)C(=O)N1C(=N[C@@]([C@@]1(C)C1=CC=C(C=C1)Cl)(C)C1=CC=C(C=C1)Cl)C=1C=NC(=CC1OCC)C(C)(C)C ((3-Amino-pyrrolidin-1-yl)-[(4S,5R)-2-(6-tert-butyl-4-ethoxy-pyridin-3-yl)-4,5-bis-(4-chloro-phenyl)-4,5-dimethyl-4,5-dihydro-imidazol-1-yl]-methanone). RXN SMILES: C(OC(=O)[NH:7][C@H:8]1[CH2:12][CH2:11][N:10]([C:13]([N:15]2[C@@:19]([C:21]3[CH:26]=[CH:25][C:24]([Cl:27])=[CH:23][CH:22]=3)([CH3:20])[C@@:18]([C:29]3[CH:34]=[CH:33][C:32]([Cl:35])=[CH:31][CH:30]=3)([CH3:28])[N:17]=[C:16]2[C:36]2[CH:37]=[N:38][C:39]([C:45]([CH3:48])([CH3:47])[CH3:46])=[CH:40][C:41]=2[O:42][CH2:43][CH3:44])=[O:14])[CH2:9]1)(C)(C)C.S(Cl)(Cl)=O>CO.FC(F)(F)C(O)=O>[NH2:7][CH:8]1[CH2:12][CH2:11][N:10]([C:13]([N:15]2[C@@:19]([C:21]3[CH:22]=[CH:23][C:24]([Cl:27])=[CH:25][CH:26]=3)([CH3:20])[C@@:18]([C:29]3[CH:30]=[CH:31][C:32]([Cl:35])=[CH:33][CH:34]=3)([CH3:28])[N:17]=[C:16]2[C:36]2[CH:37]=[N:38][C:39]([C:45]([CH3:46])([CH3:48])[CH3:47])=[CH:40][C:41]=2[O:42][CH2:43][CH3:44])=[O:14])[CH2:9]1. Procedure: {(S)-1-[(4S,5R)-2-(6-tert-Butyl-4-ethoxy-pyridin-3-yl)-4,5-bis-(4-chloro-phenyl)-4,5-dimethyl-4,5-dihydro-imidazole-1-carbonyl]-pyrrolidin-3-yl}-carbamic acid tert-butyl ester (12.6 mg, example 125) was diluted with methanol (1.5 mL) and trifluoroacetic acid (0.1 mL). The mixture was stirred at 75-80° C. for 1 h. Thionyl chloride (0.3 mL) was added dropwise and the mixture was stirred at 80° C. for 1 h. The mixture was then concentrated and diluted with methanol (2 mL) and neutralized with 15% s... The reactants are Nc1cccc(Br)c1, C#C[Si](C)(C)C, C[Si](C)(C)C#Cc1cccc(N)c1, Nc1cccc(I)c1. Yields the product C#Cc1cccc(N)c1. RXN SMILES: [Br:9][c:10]1[cH:11][c:12]([NH2:16])[cH:13][cH:14][cH:15]1.[CH3:17][Si:18]([C:19]#[CH:20])([CH3:21])[CH3:22].[CH3:23][Si:24]([CH3:25])([CH3:26])[C:27]#[C:28][c:29]1[cH:30][c:31]([NH2:32])[cH:33][cH:34][cH:35]1.[I:1][c:2]1[cH:3][c:4]([NH2:8])[cH:5][cH:6][cH:7]1>>[CH:27]#[C:28][c:29]1[cH:30][c:31]([NH2:32])[cH:33][cH:34][cH:35]1. Reactants: COC(=O)[C@H]1N(C[C@H](C1)NC(=O)OCC1=CC=CC=C1)C(=O)OC(C)(C)C ((2S,4S)-4-Benzyloxycarbonylaminopyrrolidine-1,2-dicarboxylic acid 1-t-butyl ester 2-methyl ester). Solvent: solution, Cl (HCl), O1CCOCC1 (1,4-dioxane). Conditions: time 3 hour. Product: COC(=O)[C@H]1NC[C@H](C1)NC(=O)OCC1=CC=CC=C1 ((2S,4S)-4-Benzyloxycarbonylaminopyrrolidine-2-carboxylic Acid Methyl Ester). Yield: 67.9%. Reaction SMILES: [CH3:1][O:2][C:3]([C@@H:5]1[CH2:9][C@H:8]([NH:10][C:11]([O:13][CH2:14][C:15]2[CH:20]=[CH:19][CH:18]=[CH:17][CH:16]=2)=[O:12])[CH2:7][N:6]1C(OC(C)(C)C)=O)=[O:4]>Cl.O1CCOCC1>[CH3:1][O:2][C:3]([C@@H:5]1[CH2:9][C@H:8]([NH:10][C:11]([O:13][CH2:14][C:15]2[CH:20]=[CH:19][CH:18]=[CH:17][CH:16]=2)=[O:12])[CH2:7][NH:6]1)=[O:4]. Procedure: (2S,4S)-4-Benzyloxycarbonylaminopyrrolidine-1,2-dicarboxylic acid 1-t-butyl ester 2-methyl ester (10.4 g, 28 mmol) was dissolved in a 4M solution of HCl in 1,4-dioxane. The solution was stirred at room temperature for 3 hours and then evaporated. The residue was partitioned between EtOAc (200 mL) and 1M NaOH (100 mL), the layers separated and the aqueous layer re-extracted with EtOAc (100 mL). The combined organics were washed with saturated aqueous NaCl (100 mL), dried over Na2SO4, and evaporat...